From a dataset of the Open Reaction Database (ORD), a public repository of structured organic reaction records. describe an organic reaction: reactants, conditions, products, and yield Starting materials: O=C(O)CBr, O=C([O-])O, O=S(=O)(Cl)c1cc(F)c(F)cc1Cl, [Na+], [Na+], [Na+], O, O=S([O-])[O-]. Yields the product CS(=O)(=O)c1cc(F)c(F)cc1Cl. Reaction SMILES: [Br:25][CH2:26][C:27]([OH:28])=[O:29].[C:20](=[O:21])([OH:22])[O-:23].[Cl:1][c:2]1[c:3]([S:10](=[O:11])(=[O:12])[Cl:13])[cH:4][c:5]([F:9])[c:6]([F:8])[cH:7]1.[Na+:18].[Na+:19].[Na+:24].[OH2:30].[S:14]([O-:15])([O-:16])=[O:17]>>[Cl:1][c:2]1[c:3]([S:10](=[O:11])(=[O:12])[CH3:20])[cH:4][c:5]([F:9])[c:6]([F:8])[cH:7]1. Reaction SMILES: [CH2:30]([CH2:31][CH2:32][CH3:33])[NH:34][C:35](=[O:36])[CH:37]1[NH:38][CH:39]([c:50]2[cH:51][c:52]3[c:53]([cH:57][cH:58]2)[O:54][CH2:55][O:56]3)[c:40]2[nH:41][c:42]3[cH:43][cH:44][cH:45][cH:46][c:47]3[c:48]2[CH2:49]1.[CH3:23][N:24]1[CH2:25][CH2:26][O:27][CH2:28][CH2:29]1.[Cl:12][N:13]1[C:14]([O:15][CH3:16])=[N:17][C:18]([O:19][CH3:20])=[N:21][CH2:22]1.[O:59]1[CH2:60][CH2:61][CH2:62][CH2:63]1.[OH:1][C:2](=[O:3])[CH:4]=[CH:5][c:6]1[cH:7][cH:8][cH:9][cH:10][cH:11]1>>[C:2](=[O:3])([CH:4]=[CH:5][c:6]1[cH:7][cH:8][cH:9][cH:10][cH:11]1)[N:38]1[CH:37]([C:35]([NH:34][CH2:30][CH2:31][CH2:32][CH3:33])=[O:36])[CH2:49][c:48]2[c:40]([nH:41][c:42]3[cH:43][cH:44][cH:45][cH:46][c:47]32)[CH:39]1[c:50]1[cH:51][c:52]2[c:53]([cH:57][cH:58]1)[O:54][CH2:55][O:56]2. The product is CCCCNC(=O)C1Cc2c([nH]c3ccccc23)C(c2ccc3c(c2)OCO3)N1C(=O)C=Cc1ccccc1. Starting materials: CCCCNC(=O)C1Cc2c([nH]c3ccccc23)C(c2ccc3c(c2)OCO3)N1, CN1CCOCC1, COC1=NCN(Cl)C(OC)=N1, C1CCOC1, O=C(O)C=Cc1ccccc1. Reactants: C1CCOC1, COC(=O)c1cccc(F)c1F, Cl, O=C(O)Cc1ccn(S(=O)(=O)c2ccccc2)c1. Yields the product O=C(Cc1ccn(S(=O)(=O)c2ccccc2)c1)c1cccc(F)c1F. Reaction SMILES: [CH2:32]1[O:33][CH2:34][CH2:35][CH2:36]1.[CH3:19][O:20][C:21]([c:22]1[c:23]([F:29])[c:24]([F:28])[cH:25][cH:26][cH:27]1)=[O:30].[ClH:31].[c:1]1([S:7](=[O:8])(=[O:9])[n:10]2[cH:11][c:12]([CH2:15][C:16](=[O:17])[OH:18])[cH:13][cH:14]2)[cH:2][cH:3][cH:4][cH:5][cH:6]1>>[c:1]1([S:7](=[O:8])(=[O:9])[n:10]2[cH:11][c:12]([CH2:15][C:16](=[O:18])[c:22]3[c:23]([F:29])[c:24]([F:28])[cH:25][cH:26][cH:27]3)[cH:13][cH:14]2)[cH:2][cH:3][cH:4][cH:5][cH:6]1. Yields the product C(C)C=1C(=NC(=CN1)CC)NC1CCCC2=CC=CC(=C12)OC (3,6-diethyl-N-(8-methoxy-1,2,3,4-tetrahydronaphthalen-1-yl)pyrazin-2-amine). Reactants: C(C)C=1C(=NC(=CN1)CC)N[C@H]1[C@H](CC2=CC=CC=C12)O ((1R,2S)-1-[(3,6-diethylpyrazin-2-yl)amino]-2,3-dihydro-1H-inden-2-ol), COC=1C=CC=C2CCCC(C12)N (8-methoxy-1,2,3,4-tetrahydronaphthalen-1-amine). Procedure: Following the procedure for the preparation of (1R,2S)-1-[(3,6-diethylpyrazin-2-yl)amino]-2,3-dihydro-1H-inden-2-ol but substituting 8-methoxy-1,2,3,4-tetrahydronaphthalen-1-amine and making non-critical variations provided the title compound as a oil: 1H NMR (300 MHz, CDCl3) δ) 7.63, 7.22, 6.78, 5.40, 4.31, 3.71, 2.86-2.65, 2.53-2.38, 1.88-1.67, 1.32, 1.21; HRMS (FAB) calcd for C19H25N3O+H 312.2076, found 312.2077. As a reaction SMILES: [CH2:1]([C:3]1[C:4](N[C@@H]2C3C(=CC=CC=3)C[C@@H]2O)=[N:5][C:6]([CH2:9][CH3:10])=[CH:7][N:8]=1)[CH3:2].[CH3:22][O:23][C:24]1[CH:25]=[CH:26][CH:27]=[C:28]2[C:33]=1[CH:32]([NH2:34])[CH2:31][CH2:30][CH2:29]2>>[CH2:1]([C:3]1[C:4]([NH:34][CH:32]2[C:33]3[C:28](=[CH:27][CH:26]=[CH:25][C:24]=3[O:23][CH3:22])[CH2:29][CH2:30][CH2:31]2)=[N:5][C:6]([CH2:9][CH3:10])=[CH:7][N:8]=1)[CH3:2]. Reactants: CCC(CC)=NCC (N-3-pentylidene ethylamine), ClC(C(=O)Cl)Cl (dichloroacetyl chloride), C(C)OCC (diethyl ether). Solvent: C(C)N(CC)CC (triethylamine). Product: C(C)N(C(C(Cl)Cl)=O)C(CC)=CC (N-ethyl N-(3-pent-3-enyl)-dichloroacetamide). RXN SMILES: [CH3:1][CH2:2][C:3](=[N:6][CH2:7][CH3:8])[CH2:4][CH3:5].[Cl:9][CH:10]([Cl:14])[C:11](Cl)=[O:12].C(OCC)C>C(N(CC)CC)C>[CH2:7]([N:6]([C:3](=[CH:4][CH3:5])[CH2:2][CH3:1])[C:11](=[O:12])[CH:10]([Cl:14])[Cl:9])[CH3:8]. Procedure details: In a similar procedure as Example I, 5.9 g. (0.052 mole) N-3-pentylidene ethylamine was reacted with 4.8 ml. (0.05 mole) dichloroacetyl chloride in 100 ml. diethyl ether and 7.2 ml. triethylamine. There was obtained 7.7 g. of the title compound, an oil, nD30 = 1.4826. The reactants are FC1=C(C=CC(=C1)B1OC(C(O1)(C)C)(C)C)C=1N=CC(=NC1)N (5-(2-fluoro-4-(4,4,5,5-tetramethyl-1,3,2-dioxaborolan-2-yl)phenyl)-pyrazin-2-amine), BrC1=C(C=CC=C1)NS(=O)(=O)CC (N-(2-bromophenyl)ethanesulfonamide). Product: NC=1N=CC(=NC1)C1=C(C=C(C=C1)C1=C(C=CC=C1)NS(=O)(=O)CC)F (N-[4′-(5-Aminopyrazin-2-yl)-3′-fluorobiphenyl-2-yl]ethanesulfonamide). Reaction SMILES: [F:1][C:2]1[CH:7]=[C:6](B2OC(C)(C)C(C)(C)O2)[CH:5]=[CH:4][C:3]=1[C:17]1[N:18]=[CH:19][C:20]([NH2:23])=[N:21][CH:22]=1.Br[C:25]1[CH:30]=[CH:29][CH:28]=[CH:27][C:26]=1[NH:31][S:32]([CH2:35][CH3:36])(=[O:34])=[O:33]>>[NH2:23][C:20]1[N:21]=[CH:22][C:17]([C:3]2[CH:4]=[CH:5][C:6]([C:25]3[CH:30]=[CH:29][CH:28]=[CH:27][C:26]=3[NH:31][S:32]([CH2:35][CH3:36])(=[O:34])=[O:33])=[CH:7][C:2]=2[F:1])=[N:18][CH:19]=1. Procedure: The title compound was prepared using analogous conditions to those described in Example 34 utilizing 5-(2-fluoro-4-(4,4,5,5-tetramethyl-1,3,2-dioxaborolan-2-yl)phenyl)-pyrazin-2-amine and N-(2-bromophenyl)ethanesulfonamide. MS (ESI): mass calcd. for C18H17FN4O2S, 372.11; m/z found, 372.9 [M+H]+. 1H NMR (400 MHz, DMSO-d6) δ 9.08 (s, 1H), 8.43-8.36 (m, 1H), 8.04 (d, J=1.0, 1H), 7.93 (m, 1H), 7.46-7.28 (m, 6H), 6.72 (s, 2H), 2.91 (q, J=7.4, 2H), 1.07 (t, J=7.3, 3H). Starting materials: ClCC(=O)C1=CC=CC=C1 (2-chloroacetophenone), C1=C(C=CC=C1O)C (m-cresol), C([O-])([O-])=O.[K+].[K+] (potassium carbonate). The reagents and catalysts are [Cu] (copper). The solvent is O (water). Run at temperature 120 celsius. Product: CC=1C=C(OCC(=O)C2=CC=CC=C2)C=CC1 (2-(3-methylphenoxy)acetophenone). Yield: 91.7%. RXN SMILES: Cl[CH2:2][C:3]([C:5]1[CH:10]=[CH:9][CH:8]=[CH:7][CH:6]=1)=[O:4].[CH:11]1[C:16]([OH:17])=[CH:15][CH:14]=[CH:13][C:12]=1[CH3:18].C(=O)([O-])[O-].[K+].[K+]>[Cu].O>[CH3:18][C:12]1[CH:11]=[C:16]([CH:15]=[CH:14][CH:13]=1)[O:17][CH2:2][C:3]([C:5]1[CH:10]=[CH:9][CH:8]=[CH:7][CH:6]=1)=[O:4] |f:2.3.4|. Procedure: A mixture of 50 g (0.324 mol) of 2-chloroacetophenone, 104.8 g (0.97 mol) of m-cresol, 45 g (0.326 mol) of potassium carbonate and 1 g of copper is heated at 120° C. for 16 hours. After cooling it is poured into water and extracted twice with methyl tert-butyl ether (MTB ether). The ether phase is washed five times with concentrated sodium hydroxide solution and then twice with water, dried and concentrated. 67.2 g (92% yield) of 2-(3-methylphenoxy)acetophenone remain as yellow oil.